This data is from the Open Reaction Database (ORD), a public repository of structured organic reaction records. The task is: describe an organic reaction: reactants, conditions, products, and yield Starting materials: CCO, Nc1c(F)c(F)cc(F)c1[N+](=O)[O-]. The product is Nc1c(F)cc(F)c(F)c1N. Reaction SMILES: [CH3:14][CH2:15][OH:16].[F:1][c:2]1[c:3]([NH2:4])[c:5]([N+:11]([O-:12])=[O:13])[c:6]([F:10])[cH:7][c:8]1[F:9]>>[F:1][c:2]1[c:3]([NH2:4])[c:5]([NH2:11])[c:6]([F:10])[cH:7][c:8]1[F:9]. Starting materials: CN(C)CC(=O)Cl, CN(C)C=O, CCOCC, Cl, CCSc1ccc(NC(=S)NC(=O)OC)c(N)c1. Yields the product CCSc1ccc(NC(=S)NC(=O)OC)c(NC(=O)CN(C)C)c1. As a reaction SMILES: [CH3:20][N:21]([CH2:22][C:23](=[O:24])[Cl:25])[CH3:26].[CH3:27][N:28]([CH3:29])[CH:30]=[O:31].[CH3:32][CH2:33][O:34][CH2:35][CH3:36].[ClH:19].[NH2:1][c:2]1[c:3]([NH:11][C:12](=[S:13])[NH:14][C:15](=[O:16])[O:17][CH3:18])[cH:4][cH:5][c:6]([S:8][CH2:9][CH3:10])[cH:7]1>>[NH:1]([c:2]1[c:3]([NH:11][C:12](=[S:13])[NH:14][C:15](=[O:16])[O:17][CH3:18])[cH:4][cH:5][c:6]([S:8][CH2:9][CH3:10])[cH:7]1)[C:23]([CH2:22][N:21]([CH3:20])[CH3:26])=[O:24].